This data is from the Open Reaction Database (ORD), a public repository of structured organic reaction records. The task is: describe an organic reaction: reactants, conditions, products, and yield Reactants: [Br-], CCc1cc2c(cc1[N+](=O)[O-])NC(=O)CO2, CCc1c([N+](=O)[O-])ccc2c1NC(=O)CO2, CC[Mg+]. Yields the product CCc1cc2c(c(CC)c1[N+](=O)[O-])NC(=O)CO2. As a reaction SMILES: [Br-:33].[CH2:17]([CH3:18])[c:19]1[c:20]([N+:21]([O-:22])=[O:23])[cH:24][c:25]2[c:31]([cH:32]1)[O:30][CH2:29][C:27](=[O:28])[NH:26]2.[CH2:1]([CH3:2])[c:3]1[c:4]([N+:14](=[O:15])[O-:16])[cH:5][cH:6][c:7]2[c:8]1[NH:9][C:10](=[O:13])[CH2:11][O:12]2.[CH2:34]([Mg+:35])[CH3:36]>>[CH2:1]([CH3:2])[c:3]1[c:4]([N+:14](=[O:15])[O-:16])[c:5]([CH2:17][CH3:18])[cH:6][c:7]2[c:8]1[NH:9][C:10](=[O:13])[CH2:11][O:12]2. The reactants are CC(C)(C)OC(N)=O, CC1(C)C(=O)N(Cl)C(=O)N1Cl, C=Cc1cccc(C(F)(F)F)c1, [Na+], [Na+], [Na+], [OH-], O=S([O-])[O-]. The product is CC(C)(C)OC(=O)NC(CO)c1cccc(C(F)(F)F)c1. RXN SMILES: [C:1]([NH2:2])([O:3][C:4]([CH3:5])([CH3:6])[CH3:7])=[O:8].[Cl:11][N:12]1[C:13]([CH3:15])([CH3:16])[C:17](=[O:18])[N:19]([Cl:20])[C:21]1=[O:14].[F:22][C:23]([c:24]1[cH:25][c:26]([CH:27]=[CH2:28])[cH:29][cH:30][cH:31]1)([F:32])[F:33].[Na+:10].[Na+:38].[Na+:39].[OH-:9].[S:34]([O-:35])([O-:36])=[O:37]>>[C:1]([NH:2][CH:27]([c:26]1[cH:25][c:24]([C:23]([F:22])([F:32])[F:33])[cH:31][cH:30][cH:29]1)[CH2:28][OH:14])([O:3][C:4]([CH3:5])([CH3:6])[CH3:7])=[O:8]. Procedure details: A solution of 27.3 g of ethyl (2-methylindol-3-yl)propionate and 100 ml of tetrahydrofuran was added slowly to a suspension of 4.3 g of lithium aluminum hydride and 120 ml of tetrahydrofuran, with stirring. After the addition was complete, the reaction mixture was heated under reflux for 2 hrs, and cooled in an ice bath. Water (17 ml) was added cautiously at ice-bath temperature. The mixture was filtered and the filtrated was concentrated. Distillation of the residue at 0.2 mm gave 15.6 g (68.8%... Isolated yield 68.8%. The reactants are CC=1NC2=CC=CC=C2C1C(C(=O)OCC)C (ethyl (2-methylindol-3-yl)propionate), O1CCCC1 (tetrahydrofuran), [H-].[Al+3].[Li+].[H-].[H-].[H-] (lithium aluminum hydride), O1CCCC1 (tetrahydrofuran), O (Water). Product: CC=1NC2=CC=CC=C2C1C(CC)O (2-Methylindol-3-ylpropanol). As a reaction SMILES: [CH3:1][C:2]1[NH:3][C:4]2[C:9]([C:10]=1[CH:11]([CH3:17])C(OCC)=O)=[CH:8][CH:7]=[CH:6][CH:5]=2.O1CCC[CH2:19]1.[H-].[Al+3].[Li+].[H-].[H-].[H-].[OH2:29]>>[CH3:1][C:2]1[NH:3][C:4]2[C:9]([C:10]=1[CH:11]([OH:29])[CH2:17][CH3:19])=[CH:8][CH:7]=[CH:6][CH:5]=2 |f:2.3.4.5.6.7|. Starting materials: CC=C(C)C, COC(=O)c1sc(C=O)cc1C, [Cl-], [Na+], C1COCCO1, O. Yields the product COC(=O)c1sc(C(=O)O)cc1C. RXN SMILES: [CH3:13][C:14](=[CH:15][CH3:16])[CH3:17].[CH3:1][O:2][C:3](=[O:4])[c:5]1[s:6][c:7]([CH:11]=[O:12])[cH:8][c:9]1[CH3:10].[Cl-:19].[Na+:18].[O:20]1[CH2:21][CH2:22][O:23][CH2:24][CH2:25]1.[OH2:26]>>[CH3:1][O:2][C:3](=[O:4])[c:5]1[s:6][c:7]([C:11](=[O:12])[OH:20])[cH:8][c:9]1[CH3:10]. Reactants: [N+](=O)(O)[O-] (Nitric acid), [N+](=O)([O-])C1=CC2=C(NN=N2)C=C1 (5-Nitro-1H-benzotriazole), ( A ). The solvent is S(O)(O)(=O)=O (sulphuric acid). Run at temperature 0 celsius, time 15 minute. Yields the product [N+](=O)([O-])C1=CC2=C(NN=N2)C=C1[N+](=O)[O-] (5,6-Dinitro-1H-benzotriazole). Isolated yield 67.0%. Reaction SMILES: [N+:1]([C:4]1[CH:12]=[CH:11][C:7]2[NH:8][N:9]=[N:10][C:6]=2[CH:5]=1)([O-:3])=[O:2].[N+:13]([O-])([OH:15])=[O:14]>S(=O)(=O)(O)O>[N+:13]([C:12]1[C:4]([N+:1]([O-:3])=[O:2])=[CH:5][C:6]2[NH:10][N:9]=[N:8][C:7]=2[CH:11]=1)([O-:15])=[O:14]. Procedure: 5-Nitro-1H-benzotriazole was dissolved in conc. sulphuric acid (60 ml) and cooled to 0° C. in an ice bath. Nitric acid (60 ml, excess) was added drop wise to the cooled solution over a period of 20 minutes. Stirring was continued for another 15 minutes at 0° C. and then at 115° C. overnight, by which time TLC (A) indicated the conversion of starting material. The solution was cooled to room temperature and poured over ice to precipitate a pale yellow solid and a clear yellow solution. The solid ... Reactants: C1(=CC=CC=C1)C(C1=CC=CC=C1)OC(=O)C12C(=CC3C2(CC2C(CCC2C1(C3)C=O)C)COC31OC2C(O3)OC(C2OCC=C(C)C)C1O[Si](C)(C)C(C)(C)C)C(C)C (8a-[[[6-(3-methyl-2-butenyloxy)tetrahydro-7-t-butyldimethylsilyloxy-2,5-methanofuro[2,3-d]-1,3-dioxol-2-yl]oxy]methyl]-4-formyl-4,4a,5,6,7,7a,8,8a-octahydro-7-methyl-3-(1-methylethyl)-1,4-methano-s-indacene-3a(1H)-carboxylic acid diphenylmethyl ester), [F-].C(CCC)[N+](CCCC)(CCCC)CCCC.O1CCCC1 (tetrabutylammonium fluoride tetrahydrofuran). Run in O1CCCC1 (tetrahydrofuran). Product: C1(=CC=CC=C1)C(C1=CC=CC=C1)OC(=O)C12C(=CC3C2(CC2C(CCC2C1(C3)C=O)C)COC31OC2C(O3)OC(C2OCC=C(C)C)C1O)C(C)C (8a-[[[6-(3-methyl-2-butenyloxy)tetrahydro-7-hydroxy-2,5-methanofuro[2,3-d]-1,3-dioxol-2-yl]oxy]methyl]-4-formyl-4,4a,5,6,7,7a,8,8a-octahydro-7-methyl-3-(1-methylethyl)-1,4-methano-s-indacene-3a(1H)-carboxylic acid diphenylmethyl ester). Yield: 118.4%. Reaction SMILES: [C:1]1([CH:7]([O:14][C:15]([C:17]23[C:28]4([CH:30]=[O:31])[CH2:29][CH:20]([C:21]2([CH2:33][O:34][C:35]25[CH:49]([O:50][Si](C(C)(C)C)(C)C)[CH:41]6[CH:42]([O:43][CH2:44][CH:45]=[C:46]([CH3:48])[CH3:47])[CH:37]([CH:38]([O:40]6)[O:39]2)[O:36]5)[CH2:22][CH:23]2[CH:27]4[CH2:26][CH2:25][CH:24]2[CH3:32])[CH:19]=[C:18]3[CH:58]([CH3:60])[CH3:59])=[O:16])[C:8]2[CH:13]=[CH:12][CH:11]=[CH:10][CH:9]=2)[CH:6]=[CH:5][CH:4]=[CH:3][CH:2]=1.[F-].C([N+](CCCC)(CCCC)CCCC)CCC.O1CCCC1>O1CCCC1>[C:1]1([CH:7]([O:14][C:15]([C:17]23[C:28]4([CH:30]=[O:31])[CH2:29][CH:20]([C:21]2([CH2:33][O:34][C:35]25[CH:49]([OH:50])[CH:41]6[CH:42]([O:43][CH2:44][CH:45]=[C:46]([CH3:48])[CH3:47])[CH:37]([CH:38]([O:40]6)[O:39]2)[O:36]5)[CH2:22][CH:23]2[CH:27]4[CH2:26][CH2:25][CH:24]2[CH3:32])[CH:19]=[C:18]3[CH:58]([CH3:60])[CH3:59])=[O:16])[C:8]2[CH:9]=[CH:10][CH:11]=[CH:12][CH:13]=2)[CH:6]=[CH:5][CH:4]=[CH:3][CH:2]=1 |f:1.2.3|. Reported procedure: 31 mg of compound (42) was stirred together with 1.23 ml of dry tetrahydrofuran and 55.3 μl of 1M tetrabutylammonium fluoride-tetrahydrofuran solution at room temperature for 3 hours. The reaction solution was concentrated in vacuo to give the crude reaction product. It was charged onto a silica gel column (Kieselgel 60, Merck, 1.0φ×20 cm) and eluted with n-hexane-ethyl acetate (4:1) to give 31.7 mg of compound (43) as a colorless oily substance. Starting materials: C(C)OP(=O)(OCC)Cl (diethoxyphosphoryl chloride), ( II ), [Na] (sodium), [K] (potassium), [S-]C#N.[NH4+] (ammonium thiocyanate). Reaction conditions: time 3 hour. The product is C(C)OP(=O)(OCC)N=C=S (diethoxyphosphinyl isothiocyanate), ( III ). As a reaction SMILES: [CH2:1]([O:3][P:4](Cl)([O:6][CH2:7][CH3:8])=[O:5])[CH3:2].[Na].[K].[S-:12][C:13]#[N:14].[NH4+]>>[CH2:1]([O:3][P:4]([N:14]=[C:13]=[S:12])([O:6][CH2:7][CH3:8])=[O:5])[CH3:2] |f:3.4,^1:9,10|. Reported procedure: One molar equivalent of diethoxyphosphoryl chloride of formula (II) is reacted with 1.0 to 1.2 molar equivalent of sodium-, potassium- or ammonium thiocyanate at a temperature range of 5° C to 30° C and, preferably, 15° C to 25° C for a period of time ranging from 2 to 4 hours to yield diethoxyphosphinyl isothiocyanate of formula (III). The reaction is slightly exothermic, but is easily controlled by a cooling bath. The reactants are IC (Iodomethane), C(C)C1=CC=C2C(=C(C=NC2=C1)C(=O)OCC)O (ethyl 7-ethyl-4-hydroxyquinoline-3-carboxylate), C([O-])([O-])=O.[K+].[K+] (potassium carbonate), CN(C=O)C (dimethylformamide). Run in O (water). Reaction conditions: time 30 hour. The product is C(C)C1=CC=C2C(C(=CN(C2=C1)C)C(=O)OCC)=O (ethyl 7-ethyl-1-methyl-4-oxo-1,4-dihydroquinoline-3-carboxylate). As a reaction SMILES: IC.[CH2:3]([C:5]1[CH:14]=[C:13]2[C:8]([C:9]([OH:20])=[C:10]([C:15]([O:17][CH2:18][CH3:19])=[O:16])[CH:11]=[N:12]2)=[CH:7][CH:6]=1)[CH3:4].[C:21](=O)([O-])[O-].[K+].[K+].CN(C)C=O>O>[CH2:3]([C:5]1[CH:14]=[C:13]2[C:8]([C:9](=[O:20])[C:10]([C:15]([O:17][CH2:18][CH3:19])=[O:16])=[CH:11][N:12]2[CH3:21])=[CH:7][CH:6]=1)[CH3:4] |f:2.3.4|. Reported procedure: Iodomethane (7.7 g) was added dropwise to a stirred mixture of ethyl 7-ethyl-4-hydroxyquinoline-3-carboxylate (12.1 g), anhydrous potassium carbonate (6.8 g) and dimethylformamide (125 ml) at ambient temperature. Stirring was continued for 30 hours. The solution was cooled in ice, diluted with 2 volumes of water and extracted with dichloromethane (3×100 ml). The extracts were combined, washed with water, dried over anhydrous sodium sulphate and evaporated. The residual oil was triturated with co... Conditions: temperature 200 celsius. Procedure details: A 1 liter double mantle flask equipped with propeller or anchor stirrer, bromine inlet with metering pump, and reflux condenser attached to a waste gas adsorption unit, is charged with 1265 parts by weight of 1-nitroanthraquinone and 60 parts by weight of nitrobenzene. The mixture is heated to 240° C. and, at this temperature and with efficient stirring, elementary bromine is pumped in by means of the metering pump. The rate of addition is so chosen that gentle bromine reflux is always maintaine... Run in O (water). As a reaction SMILES: [Br:1]Br.[N+]([C:6]1[C:19]2[C:18](=[O:20])[C:17]3[C:12](=[CH:13][CH:14]=[CH:15][CH:16]=3)[C:11](=[O:21])[C:10]=2[CH:9]=[CH:8][CH:7]=1)([O-])=O.[N+](C1C=CC=CC=1)([O-])=O>O>[Br:1][C:6]1[C:19]2[C:18](=[O:20])[C:17]3[C:12](=[CH:13][CH:14]=[CH:15][CH:16]=3)[C:11](=[O:21])[C:10]=2[CH:9]=[CH:8][CH:7]=1. Product: BrC1=CC=CC=2C(C3=CC=CC=C3C(C12)=O)=O (1-bromoanthraquinone). The reactants are BrBr (bromine), BrBr (bromine), BrBr (bromine), [N+](=O)([O-])C1=CC=CC=2C(C3=CC=CC=C3C(C12)=O)=O (1-nitroanthraquinone), resultant suspension, BrBr (bromine), [N+](=O)([O-])C1=CC=CC=2C(C3=CC=CC=C3C(C12)=O)=O (1-nitroanthraquinone), [N+](=O)([O-])C1=CC=CC=C1 (nitrobenzene), BrBr (bromine).